Dataset: the Open Reaction Database (ORD), a public repository of structured organic reaction records. Task: describe an organic reaction: reactants, conditions, products, and yield Starting materials: BrC=1C=CC(=NC1)N (5-bromopyridin-2-amine), ClC(C)Cl (dichloroethane), COC(=O)C1(CCOCC1)CC=O (4-(2-oxo-ethyl)-tetrahydro-pyran-4-carboxylic acid methyl ester), C(C)(=O)O (acetic acid), [BH-](OC(=O)C)(OC(=O)C)OC(=O)C.[Na+] (NaBH(OAc)3). Run in C(Cl)Cl (DCM). Product: COC(=O)C1(CCOCC1)CCNC1=NC=C(C=C1)Br (4-[2-(5-Bromo-pyridin-2-ylamino)-ethyl]-tetrahydro-pyran-4-carboxylic acid methyl ester). RXN SMILES: [Br:1][C:2]1[CH:3]=[CH:4][C:5]([NH2:8])=[N:6][CH:7]=1.ClC(Cl)C.[CH3:13][O:14][C:15]([C:17]1([CH2:23][CH:24]=O)[CH2:22][CH2:21][O:20][CH2:19][CH2:18]1)=[O:16].C(O)(=O)C.[BH-](OC(C)=O)(OC(C)=O)OC(C)=O.[Na+]>C(Cl)Cl>[CH3:13][O:14][C:15]([C:17]1([CH2:23][CH2:24][NH:8][C:5]2[CH:4]=[CH:3][C:2]([Br:1])=[CH:7][N:6]=2)[CH2:18][CH2:19][O:20][CH2:21][CH2:22]1)=[O:16] |f:4.5|. Procedure: To a solution of 5-bromopyridin-2-amine (0.488 g, 2.82 mmol) in 1-2 dichloroethane (DCE, 10 mL) was added desired 4-(2-oxo-ethyl)-tetrahydro-pyran-4-carboxylic acid methyl ester (0.529 g, 2.82), acetic acid (3.1 eq) and allowed to stir at room temperature for an hour. NaBH(OAc)3 (3 eq) was then added in one portion and reaction mixture allowed to stir at room temperature for 16 hours. The reaction mixture was then diluted with DCM (10 mL), quenched with 2 M of NH4OH in water. The aqueous layer w... The reactants are COC(=O)C1=CC(=NS1)OCC=1C(=NOC1C)C1=CC=CC=C1 (3-(5-methyl-3-phenyl-isoxazol-4-ylmethoxy)-isothiazole-5-carboxylic acid methyl ester), COC(=O)C1=CC(=NO1)OCC=1C(=NOC1C)C1=NC=CC=C1 (3-(5-methyl-3-pyridin-2-yl-isoxazol-4-ylmethoxy)-isoxazole-5-carboxylic acid methyl ester), C(C)(C)N (isopropyl amine). Product: C(C)(C)NC(=O)C1=CC(=NS1)OCC=1C(=NOC1C)C1=CC=CC=C1 (3-(5-Methyl-3-phenyl-isoxazol-4-ylmethoxy)-isothiazole-5-carboxylic acid isopropylamide). Isolated yield 68.0%. Reaction SMILES: CO[C:3]([C:5]1[S:9][N:8]=[C:7]([O:10][CH2:11][C:12]2[C:13]([C:18]3[CH:23]=[CH:22][CH:21]=[CH:20][CH:19]=3)=[N:14][O:15][C:16]=2[CH3:17])[CH:6]=1)=[O:4].COC(C1ON=C(OC[C:35]2[C:36]([C:41]3C=CC=CN=3)=[N:37]OC=2C)C=1)=O.C(N)(C)C>>[CH:36]([NH:37][C:3]([C:5]1[S:9][N:8]=[C:7]([O:10][CH2:11][C:12]2[C:13]([C:18]3[CH:19]=[CH:20][CH:21]=[CH:22][CH:23]=3)=[N:14][O:15][C:16]=2[CH3:17])[CH:6]=1)=[O:4])([CH3:41])[CH3:35]. Reported procedure: As described for example 14e, 3-(5-methyl-3-phenyl-isoxazol-4-ylmethoxy)-isothiazole-5-carboxylic acid methyl ester (100 mg, 0.3 mmol), instead of 3-(5-methyl-3-pyridin-2-yl-isoxazol-4-ylmethoxy)-isoxazole-5-carboxylic acid methyl ester, was converted, using isopropyl amine (21 mg, 0.36 mmol), to the title compound (74 mg, 68%) which was obtained as a white solid after purification by chromatography (silica, dichloromethane:methanol=1:0 to 9:1). MS: m/e=358.1 [M+H]+.